From a dataset of the Open Reaction Database (ORD), a public repository of structured organic reaction records. describe an organic reaction: reactants, conditions, products, and yield Reactants: O=C([O-])[O-], C#CCBr, CC(C)=O, COCCNCCOC, [Cs+], [Cs+]. Yields the product C#CCN(CCOC)CCOC. As a reaction SMILES: [C:14](=[O:15])([O-:16])[O-:17].[CH2:1]([C:2]#[CH:3])[Br:4].[CH3:20][C:21](=[O:22])[CH3:23].[CH3:5][O:6][CH2:7][CH2:8][NH:9][CH2:10][CH2:11][O:12][CH3:13].[Cs+:18].[Cs+:19]>>[CH2:1]([C:2]#[CH:3])[N:9]([CH2:8][CH2:7][O:6][CH3:5])[CH2:10][CH2:11][O:12][CH3:13].